This data is from the Open Reaction Database (ORD), a public repository of structured organic reaction records. The task is: describe an organic reaction: reactants, conditions, products, and yield Reactants: CS(=O)(=O)Cl, Cc1cc(Cc2ccc(N)cc2F)n(C)c1C(=O)c1ccccc1, c1ccncc1. Product: Cc1cc(Cc2ccc(NS(C)(=O)=O)cc2F)n(C)c1C(=O)c1ccccc1. Reaction SMILES: [CH3:25][S:26]([Cl:27])(=[O:28])=[O:29].[F:1][c:2]1[cH:3][c:4]([NH2:5])[cH:6][cH:7][c:8]1[CH2:9][c:10]1[n:11]([CH3:24])[c:12]([C:16]([c:17]2[cH:18][cH:19][cH:20][cH:21][cH:22]2)=[O:23])[c:13]([CH3:15])[cH:14]1.[cH:30]1[cH:31][cH:32][n:33][cH:34][cH:35]1>>[F:1][c:2]1[cH:3][c:4]([NH:5][S:26]([CH3:25])(=[O:28])=[O:29])[cH:6][cH:7][c:8]1[CH2:9][c:10]1[n:11]([CH3:24])[c:12]([C:16]([c:17]2[cH:18][cH:19][cH:20][cH:21][cH:22]2)=[O:23])[c:13]([CH3:15])[cH:14]1.